The task is: describe an organic reaction: reactants, conditions, products, and yield. This data is from the Open Reaction Database (ORD), a public repository of structured organic reaction records. Reactants: CCCCc1nc(-c2ccc(OCC3CO3)cc2)cn1-c1ccc(Oc2ccc(Cl)cc2)cc1, C1CCOC1, CNC. Yields the product CCCCc1nc(-c2ccc(OCC(O)CN(C)C)cc2)cn1-c1ccc(Oc2ccc(Cl)cc2)cc1. Reaction SMILES: [CH2:1]([CH2:2][CH2:3][CH3:4])[c:5]1[n:6](-[c:21]2[cH:22][cH:23][c:24]([O:27][c:28]3[cH:29][cH:30][c:31]([Cl:34])[cH:32][cH:33]3)[cH:25][cH:26]2)[cH:7][c:8](-[c:10]2[cH:11][cH:12][c:13]([O:16][CH2:17][CH:18]3[O:19][CH2:20]3)[cH:14][cH:15]2)[n:9]1.[CH2:38]1[O:39][CH2:40][CH2:41][CH2:42]1.[CH3:35][NH:36][CH3:37]>>[CH2:1]([CH2:2][CH2:3][CH3:4])[c:5]1[n:6](-[c:21]2[cH:22][cH:23][c:24]([O:27][c:28]3[cH:29][cH:30][c:31]([Cl:34])[cH:32][cH:33]3)[cH:25][cH:26]2)[cH:7][c:8](-[c:10]2[cH:11][cH:12][c:13]([O:16][CH2:17][CH:18]([OH:19])[CH2:20][N:36]([CH3:35])[CH3:37])[cH:14][cH:15]2)[n:9]1. Starting materials: FC1=C(C=CC=C1)C=1N=C(N(C1)NC(OC(C)(C)C)=O)C (tert-butyl [4-(2-fluorophenyl)-2-methyl-1H-imidazol-1-yl]carbamate), FC(C(=O)O)(F)F (trifluoroacetic acid), [OH-].[Na+] (sodium hydroxide). The solvent is ClCCl (dichloromethane). Reaction conditions: time 18 hour. The product is FC1=C(C=CC=C1)C=1N=C(N(C1)N)C (4-(2-fluorophenyl)-2-methyl-1H-imidazol-1-amine). As a reaction SMILES: [F:1][C:2]1[CH:7]=[CH:6][CH:5]=[CH:4][C:3]=1[C:8]1[N:9]=[C:10]([CH3:21])[N:11]([NH:13]C(=O)OC(C)(C)C)[CH:12]=1.FC(F)(F)C(O)=O.[OH-].[Na+]>ClCCl>[F:1][C:2]1[CH:7]=[CH:6][CH:5]=[CH:4][C:3]=1[C:8]1[N:9]=[C:10]([CH3:21])[N:11]([NH2:13])[CH:12]=1 |f:2.3|. Procedure details: Compound C2 (17.4 g, 59.7 mmol) in dichloromethane (120 mL) was treated with trifluoroacetic acid (23.0 mL, 299 mmol) and allowed to stir for 18 hours at room temperature. Excess 1 N aqueous sodium hydroxide solution was added, and the mixture was stirred vigorously for 15 minutes. The organic layer was separated, dried over magnesium sulfate, filtered, and concentrated in vacuo to afford the product as a brown solid. Yield: 9.95 g, 52.0 mmol, 87%. LCMS m/z 192.3 [M+H]+. Reactants: O=C([O-])[O-], ClCCl, COc1ccc2c(c1)C13CCN(C)C(C2)C1(OC)C(C)CC(=O)C3, [K+], [K+], N#CBr. Product: COc1ccc2c(c1)C13CCN(C#N)C(C2)C1(OC)C(C)CC(=O)C3. RXN SMILES: [C:25](=[O:26])([O-:27])[O-:28].[CH2:34]([Cl:35])[Cl:36].[CH3:1][O:2][c:3]1[cH:4][cH:5][c:6]2[c:15]([cH:16]1)[C:14]13[C:9]([O:23][CH3:24])([CH:8]([CH2:7]2)[N:19]([CH3:20])[CH2:18][CH2:17]1)[CH:10]([CH3:22])[CH2:11][C:12](=[O:21])[CH2:13]3.[K+:29].[K+:30].[N:31]#[C:32][Br:33]>>[CH3:1][O:2][c:3]1[cH:4][cH:5][c:6]2[c:15]([cH:16]1)[C:14]13[C:9]([O:23][CH3:24])([CH:8]([CH2:7]2)[N:19]([C:20]#[N:31])[CH2:18][CH2:17]1)[CH:10]([CH3:22])[CH2:11][C:12](=[O:21])[CH2:13]3. The reactants are C1(=CC=CC=C1)C1=NOC(=C1C(=O)NC)CC(C1=CC=C(C=C1)C)O (3-phenyl-5-(4-methyl-β-hydroxyphenethyl)-N-methyl-isoxazole-4-carboxamide), CC(=O)C.OS(=O)(=O)O.O=[Cr](=O)=O (Jones reagent). The solvent is CC(=O)C (acetone). Yields the product CNC(=O)C=1C(=NOC1CC(=O)C1=CC=C(C=C1)C)C1=CC=CC=C1 (N-methyl-5-(4-methylphenacyl)-3-phenyl-4-isoxazole carboxamide). As a reaction SMILES: [C:1]1([C:7]2[C:11]([C:12]([NH:14][CH3:15])=[O:13])=[C:10]([CH2:16][CH:17]([OH:25])[C:18]3[CH:23]=[CH:22][C:21]([CH3:24])=[CH:20][CH:19]=3)[O:9][N:8]=2)[CH:6]=[CH:5][CH:4]=[CH:3][CH:2]=1.CC(C)=O.OS(O)(=O)=O.O=[Cr](=O)=O>CC(C)=O>[CH3:15][NH:14][C:12]([C:11]1[C:7]([C:1]2[CH:6]=[CH:5][CH:4]=[CH:3][CH:2]=2)=[N:8][O:9][C:10]=1[CH2:16][C:17]([C:18]1[CH:23]=[CH:22][C:21]([CH3:24])=[CH:20][CH:19]=1)=[O:25])=[O:13] |f:1.2.3|. Reported procedure: A mixture of 41.4 g. (0.123 mole) of 3-phenyl-5-(4-methyl-β-hydroxyphenethyl)-N-methyl-isoxazole-4-carboxamide and 800 ml. of acetone is treated dropwise with the addition of 92.5 ml. (0.185 mole) of Jones reagent [100 g. chromium trioxide, 160 ml. concentrated sulfuric acid with water to 500 ml.] and the resulting mixture is stirred at room temperature for 2 hours. The supernatant liquid is decanted and the solvent removed in vacuo, the residue is taken up in water/methylene chloride and the la... Reactants: CCCCOC(C)Oc1ccc(-c2ccc3c(c2)C=C(C(=O)OC)CCN3CC2=CN(C)CS2)cc1, CO, Cl, [Na+], C1CCOC1, [OH-], O. Product: CCCCOC(C)Oc1ccc(-c2ccc3c(c2)C=C(C(=O)O)CCN3CC2=CN(C)CS2)cc1. RXN SMILES: [CH2:1]([CH2:2][CH2:3][CH3:4])[O:5][CH:6]([CH3:7])[O:8][c:9]1[cH:10][cH:11][c:12](-[c:15]2[cH:16][cH:17][c:18]3[c:19]([cH:36]2)[CH:20]=[C:21]([C:32](=[O:33])[O:34][CH3:35])[CH2:22][CH2:23][N:24]3[CH2:25][C:26]2=[CH:27][N:28]([CH3:31])[CH2:29][S:30]2)[cH:13][cH:14]1.[CH3:46][OH:47].[ClH:40].[Na+:38].[O:41]1[CH2:42][CH2:43][CH2:44][CH2:45]1.[OH-:37].[OH2:39]>>[CH2:1]([CH2:2][CH2:3][CH3:4])[O:5][CH:6]([CH3:7])[O:8][c:9]1[cH:10][cH:11][c:12](-[c:15]2[cH:16][cH:17][c:18]3[c:19]([cH:36]2)[CH:20]=[C:21]([C:32](=[O:33])[OH:34])[CH2:22][CH2:23][N:24]3[CH2:25][C:26]2=[CH:27][N:28]([CH3:31])[CH2:29][S:30]2)[cH:13][cH:14]1. Starting materials: CC(C)CNC(=O)C(NC(=O)C(C)NCC(Cc1ccccc1)NC(=O)OC(C)(C)C)C(C)C, CCO, ClCCl, O=C(O)C(F)(F)F. The product is CC(C)CNC(=O)C(NC(=O)C(C)NCC(N)Cc1ccccc1)C(C)C. RXN SMILES: [C:1]([O:2][C:3](=[O:4])[NH:8][CH:9]([CH2:10][NH:11][CH:12]([CH3:13])[C:14](=[O:15])[NH:16][CH:17]([CH:18]([CH3:19])[CH3:20])[C:21](=[O:22])[NH:23][CH2:24][CH:25]([CH3:26])[CH3:27])[CH2:28][c:29]1[cH:30][cH:31][cH:32][cH:33][cH:34]1)([CH3:5])([CH3:6])[CH3:7].[CH3:45][CH2:46][OH:47].[Cl:42][CH2:43][Cl:44].[OH:35][C:36]([C:37]([F:38])([F:39])[F:40])=[O:41]>>[NH2:8][CH:9]([CH2:10][NH:11][CH:12]([CH3:13])[C:14](=[O:15])[NH:16][CH:17]([CH:18]([CH3:19])[CH3:20])[C:21](=[O:22])[NH:23][CH2:24][CH:25]([CH3:26])[CH3:27])[CH2:28][c:29]1[cH:30][cH:31][cH:32][cH:33][cH:34]1. Starting materials: CCC(C)=O, CCCC#CC(O)CCCl, [I-], [Na+]. Yields the product CCCC#CC(O)CCI. Reaction SMILES: [CH3:13][C:14](=[O:15])[CH2:16][CH3:17].[Cl:3][CH2:4][CH2:5][CH:6]([C:7]#[C:8][CH2:9][CH2:10][CH3:11])[OH:12].[I-:2].[Na+:1]>>[I:2][CH2:4][CH2:5][CH:6]([C:7]#[C:8][CH2:9][CH2:10][CH3:11])[OH:12]. The reactants are C([O-])([O-])=O.[K+].[K+] (potassium carbonate), substituted amine, C(C)#N (acetonitrile), C(C1=CC=CC=C1)OC(=O)ON1C(CCC1=O)=O (N-(Benzyloxycarbonyloxy)succinimide), O (water). Run at time 1 hour. Product: O(C1=CC=CC=C1)C[C@H](C)O ((S)-1-Phenoxy-propan-2-ol). Reaction SMILES: [C:1](#N)[CH3:2].C(OC(ON1C(=O)CCC1=O)=O)[C:5]1[CH:10]=[CH:9][CH:8]=[CH:7][CH:6]=1.[C:22](=O)([O-])[O-:23].[K+].[K+].[OH2:28]>>[O:23]([CH2:22][C@@H:1]([OH:28])[CH3:2])[C:5]1[CH:6]=[CH:7][CH:8]=[CH:9][CH:10]=1 |f:2.3.4|. Procedure details: To the appropriately substituted amine in a suitable organic solvent (preferably acetonitrile) and water mixture (about 1:1 to 8:1 ratio, preferably 4:1 ratio) is added N-(Benzyloxycarbonyloxy)succinimide (preferably 1 equivalent) followed by potassium carbonate (preferably 1 equivalent). The reaction mixture is stirred at ambient temperature for a period of 1-4 hours (preferably 1 hour). The solvent is then removed and the remaining aqueous slurry is taken up in water and organic solvent (prefe...